Dataset: the Open Reaction Database (ORD), a public repository of structured organic reaction records. Task: describe an organic reaction: reactants, conditions, products, and yield The reactants are C(=O)(OCC1=CC=CC=C1)N([C@@H](C)C(=O)O)C (Cbz-N(Me)Ala-OH), C(CCl)Cl (EDC), C=1C=CC2=C(C1)N=NN2O (HOBt), CCN(C(C)C)C(C)C (DIPEA), C1(CCCC2=CC=CC=C12)NC(=O)C1C2C(N(C1)C(=O)C1CC1)CCN2C(C(C2CCCCC2)N)=O (4-(2-Amino-2-cyclohexyl-acetyl)-1-cyclopropanecarbonyl-octahydro-pyrrolo[3,2-b]pyrrole-3-carboxylic acid (1,2,3,4-tetrahydro-naphthalen-1-yl)-amide). The solvent is C(Cl)Cl (DCM), C(Cl)Cl (DCM). Reaction conditions: time 18 hour. Product: C(C1=CC=CC=C1)OC(N(C)C(C)C(NC(C(=O)N1C2C(CC1)N(CC2C(NC2CCCC1=CC=CC=C21)=O)C(=O)C2CC2)C2CCCCC2)=O)=O ((1-{1-Cyclohexyl-2-[4-cyclopropanecarbonyl-6-(1,2,3,4-tetrahydronaphthalen-1-ylcarbamoyl)-hexahydro-pyrrolo[3,2-b]pyrrol-1-yl]-2-oxo-ethylcarbamoyl}-ethyl) methyl-carbamic benzyl ester). Isolated yield 95.2%. As a reaction SMILES: [CH:1]1([NH:11][C:12]([CH:14]2[CH2:18][N:17]([C:19]([CH:21]3[CH2:23][CH2:22]3)=[O:20])[CH:16]3[CH2:24][CH2:25][N:26]([C:27](=[O:36])[CH:28]([NH2:35])[CH:29]4[CH2:34][CH2:33][CH2:32][CH2:31][CH2:30]4)[CH:15]23)=[O:13])[C:10]2[C:5](=[CH:6][CH:7]=[CH:8][CH:9]=2)[CH2:4][CH2:3][CH2:2]1.[C:37]([N:47]([CH3:53])[C@H:48]([C:50](O)=[O:51])[CH3:49])([O:39][CH2:40][C:41]1[CH:46]=[CH:45][CH:44]=[CH:43][CH:42]=1)=[O:38].C(Cl)CCl.C1C=CC2N(O)N=NC=2C=1.CCN(C(C)C)C(C)C>C(Cl)Cl>[CH2:40]([O:39][C:37](=[O:38])[N:47]([CH:48]([C:50](=[O:51])[NH:35][CH:28]([CH:29]1[CH2:34][CH2:33][CH2:32][CH2:31][CH2:30]1)[C:27]([N:26]1[CH2:25][CH2:24][CH:16]2[N:17]([C:19]([CH:21]3[CH2:22][CH2:23]3)=[O:20])[CH2:18][CH:14]([C:12](=[O:13])[NH:11][CH:1]3[C:10]4[C:5](=[CH:6][CH:7]=[CH:8][CH:9]=4)[CH2:4][CH2:3][CH2:2]3)[CH:15]12)=[O:36])[CH3:49])[CH3:53])[C:41]1[CH:46]=[CH:45][CH:44]=[CH:43][CH:42]=1. Reported procedure: A solution of 47 (330 mg, 0.67 mmol) in DCM (10 mL) was cooled to 0° C. and treated with Cbz-N(Me)Ala-OH (159 mg, 0.67 mmol), EDC (154 mg, 0.80 mmol), HOBt (109 mg, 0.80 mmol) and DIPEA (0.36 mL, 2.08 mmol), respectively. After 18 h, the solution was diluted with DCM, washed successively with 1M HCl, saturated aqueous NaHCO3, and brine, dried over anhydrous Na2SO4, filtered and concentrated to afford 48 (454 mg) as a white foam that was used without further purification. Mass spectrum, m/z [712.... Reactants: Cl (HCl), C(C)(C)N1CCN(CC1)C(=O)C1CCNCC1 (1-Isopropyl-4-(piperidine-4-carbonyl)-piperazine), ClC1=CC(=NC=C1)C#N (4-chloro-2-cyanopyridine), C([O-])([O-])=O.[K+].[K+] (potassium carbonate). Run in CS(=O)C (DMSO), C(Cl)Cl (DCM), CO (methanol). Reaction conditions: time 2 hour. Product: Cl.C(C)(C)N1CCN(CC1)C(=O)C1CCN(CC1)C1=CC(=NC=C1)C#N (1-Isopropyl-4-[1-(2-cyanopyridin-4-yl)-piperidine-4-carbonyl] piperazine hydrochloride). Isolated yield 63.9%. Reaction SMILES: [CH:1]([N:4]1[CH2:9][CH2:8][N:7]([C:10]([CH:12]2[CH2:17][CH2:16][NH:15][CH2:14][CH2:13]2)=[O:11])[CH2:6][CH2:5]1)([CH3:3])[CH3:2].[Cl:18][C:19]1[CH:24]=[CH:23][N:22]=[C:21]([C:25]#[N:26])[CH:20]=1.C(=O)([O-])[O-].[K+].[K+].Cl>CS(C)=O.CO.C(Cl)Cl>[ClH:18].[CH:1]([N:4]1[CH2:9][CH2:8][N:7]([C:10]([CH:12]2[CH2:13][CH2:14][N:15]([C:19]3[CH:24]=[CH:23][N:22]=[C:21]([C:25]#[N:26])[CH:20]=3)[CH2:16][CH2:17]2)=[O:11])[CH2:6][CH2:5]1)([CH3:3])[CH3:2] |f:2.3.4,9.10|. Reported procedure: 1-Isopropyl-4-(pipeddine-4-carbonyl)-piperazine (D1)(0.116 g), 4-chloro-2-cyanopyridine (T. Sakamoto, S-I. Kaneda, S. Nishimura and H. Yamanaka, Chem. Pharm. Bull., 1985, 33(2), 565-571)(0.2 g) and anhydrous potassium carbonate (0.347 g) were heated in dry DMSO at 150° C. with stirring, under argon, for 2 h. The cooled mixture was diluted with methanol and applied to an SCX resin column. The column was eluted initially with methanol and then with methanolic ammonia (2M). The ammoniacal eluates w... The reactants are IC1=NNC2=CC(=CC=C12)C=O (3-iodo-1H-indazole-6-carbaldehyde), C1CCOC1 (THF), CS(=O)(=O)O (Methanesulfonic acid), O1CCCC=C1 (3,4-dihydro-2H-pyran). Solvent: C(Cl)Cl (CH2Cl2), C(Cl)Cl (CH2Cl2). Reaction conditions: time 8 hour. The product is IC1=NN(C2=CC(=CC=C12)C=O)C1OCCCC1 (3-iodo-1-(tetrahydro-2H-pyran-2-yl)-1H-indazole-6-carbaldehyde). The yield is 24.4%. Reaction SMILES: [I:1][C:2]1[C:10]2[C:5](=[CH:6][C:7]([CH:11]=[O:12])=[CH:8][CH:9]=2)[NH:4][N:3]=1.C1COCC1.CS(O)(=O)=O.[O:23]1[CH:28]=[CH:27][CH2:26][CH2:25][CH2:24]1>C(Cl)Cl>[I:1][C:2]1[C:10]2[C:5](=[CH:6][C:7]([CH:11]=[O:12])=[CH:8][CH:9]=2)[N:4]([CH:24]2[CH2:25][CH2:26][CH2:27][CH2:28][O:23]2)[N:3]=1. Procedure details: An oven-dried round bottom flask under Ar was charged with 3-iodo-1H-indazole-6-carbaldehyde (50 mg, 0.184 mmol), THF (1.5 mL) and CH2Cl2 (1.0 mL). Methanesulfonic acid (1.4 uL, 0.0221 mmol) was added and the solution cooled with an ice-water bath. A solution of 3,4-dihydro-2H-pyran (41 uL, 0.460 mmol) in CH2Cl2 (0.5 mL) was then added dropwise over 15 minutes and the reaction stirred overnight. The solvents were removed in vacuo and the residue purified by column chromatography (silica gel, 99:... Reactants: CCCCOc1ccc(S(=O)(=O)C2(C(=O)OCC)CCN(Cc3ccc(OCCN4CCCCC4)cc3)CC2)cc1, [Na+], [OH-]. Product: CCCCOc1ccc(S(=O)(=O)C2(C(=O)O)CCN(Cc3ccc(OCCN4CCCCC4)cc3)CC2)cc1. As a reaction SMILES: [CH2:1]([CH3:2])[O:3][C:4](=[O:5])[C:6]1([S:28](=[O:29])(=[O:30])[c:31]2[cH:32][cH:33][c:34]([O:37][CH2:38][CH2:39][CH2:40][CH3:41])[cH:35][cH:36]2)[CH2:7][CH2:8][N:9]([CH2:12][c:13]2[cH:14][cH:15][c:16]([O:19][CH2:20][CH2:21][N:22]3[CH2:23][CH2:24][CH2:25][CH2:26][CH2:27]3)[cH:17][cH:18]2)[CH2:10][CH2:11]1.[Na+:43].[OH-:42]>>[O:3]=[C:4]([OH:5])[C:6]1([S:28](=[O:29])(=[O:30])[c:31]2[cH:32][cH:33][c:34]([O:37][CH2:38][CH2:39][CH2:40][CH3:41])[cH:35][cH:36]2)[CH2:7][CH2:8][N:9]([CH2:12][c:13]2[cH:14][cH:15][c:16]([O:19][CH2:20][CH2:21][N:22]3[CH2:23][CH2:24][CH2:25][CH2:26][CH2:27]3)[cH:17][cH:18]2)[CH2:10][CH2:11]1.